Dataset: the Open Reaction Database (ORD), a public repository of structured organic reaction records. Task: describe an organic reaction: reactants, conditions, products, and yield The reactants are ClCCCl, COc1cc(CC(=O)O)ccc1NC(=O)Nc1ccccc1C, CN(C)c1ccncc1, CCOC(C)=O, COC(=O)c1ccc(NCC2CCCN2)cc1, CN(C)C=O, On1nnc2ccccc21. Yields the product COC(=O)c1ccc(NCC2CCCN2C(=O)Cc2ccc(NC(=O)Nc3ccccc3C)c(OC)c2)cc1. As a reaction SMILES: [CH2:41]([Cl:42])[CH2:43][Cl:44].[CH3:18][O:19][c:20]1[cH:21][c:22]([CH2:37][C:38](=[O:39])[OH:40])[cH:23][cH:24][c:25]1[NH:26][C:27](=[O:28])[NH:29][c:30]1[c:31]([CH3:36])[cH:32][cH:33][cH:34][cH:35]1.[CH3:55][N:56]([c:57]1[cH:58][cH:59][n:60][cH:61][cH:62]1)[CH3:63].[CH3:69][CH2:70][O:71][C:72]([CH3:73])=[O:74].[NH:1]1[CH:2]([CH2:6][NH:7][c:8]2[cH:9][cH:10][c:11]([C:12](=[O:13])[O:14][CH3:15])[cH:16][cH:17]2)[CH2:3][CH2:4][CH2:5]1.[O:64]=[CH:65][N:66]([CH3:67])[CH3:68].[OH:45][n:46]1[c:47]2[c:48]([cH:49][cH:50][cH:51][cH:52]2)[n:53][n:54]1>>[N:1]1([C:38]([CH2:37][c:22]2[cH:21][c:20]([O:19][CH3:18])[c:25]([NH:26][C:27](=[O:28])[NH:29][c:30]3[c:31]([CH3:36])[cH:32][cH:33][cH:34][cH:35]3)[cH:24][cH:23]2)=[O:39])[CH:2]([CH2:6][NH:7][c:8]2[cH:9][cH:10][c:11]([C:12](=[O:13])[O:14][CH3:15])[cH:16][cH:17]2)[CH2:3][CH2:4][CH2:5]1.